This data is from the Open Reaction Database (ORD), a public repository of structured organic reaction records. The task is: describe an organic reaction: reactants, conditions, products, and yield The reactants are BrC(Br)(Br)Br, OCc1cc(F)ccc1COc1ccc(C2CCCCC2)cc1, c1ccc(P(c2ccccc2)c2ccccc2)cc1. Product: Fc1ccc(COc2ccc(C3CCCCC3)cc2)c(CBr)c1. Reaction SMILES: [C:43]([Br:44])([Br:45])([Br:46])[Br:47].[CH:1]1([c:7]2[cH:8][cH:9][c:10]([O:11][CH2:12][c:13]3[c:14]([CH2:20][OH:21])[cH:15][c:16]([F:19])[cH:17][cH:18]3)[cH:22][cH:23]2)[CH2:2][CH2:3][CH2:4][CH2:5][CH2:6]1.[c:24]1([P:25]([c:26]2[cH:27][cH:28][cH:29][cH:30][cH:31]2)[c:32]2[cH:33][cH:34][cH:35][cH:36][cH:37]2)[cH:38][cH:39][cH:40][cH:41][cH:42]1>>[CH:1]1([c:7]2[cH:8][cH:9][c:10]([O:11][CH2:12][c:13]3[c:14]([CH2:20][Br:44])[cH:15][c:16]([F:19])[cH:17][cH:18]3)[cH:22][cH:23]2)[CH2:2][CH2:3][CH2:4][CH2:5][CH2:6]1. The reactants are OC=1C=C(C#N)C=CC1 (3-Hydroxy-benzonitrile), ICl (iodine monochloride), O (H2O). Run in C(C)(=O)O (acetic acid). Yields the product OC=1C=CC(=C(C#N)C1)I (5-Hydroxy-2-iodo-benzonitrile). Isolated yield 6.5%. Reaction SMILES: [OH:1][C:2]1[CH:3]=[C:4]([CH:7]=[CH:8][CH:9]=1)[C:5]#[N:6].[I:10]Cl.O>C(O)(=O)C>[OH:1][C:2]1[CH:9]=[CH:8][C:7]([I:10])=[C:4]([CH:3]=1)[C:5]#[N:6]. Procedure details: 3-Hydroxy-benzonitrile (15 g, 0.126 mol) and iodine monochloride (28 g, 0.172 mol) is heated in acetic acid for 15 hours at 45° C. H2O is added to precipitate the product out. After the precipitate is collected and washed with Na2SO3, the residue is chromatographed with chloroform to get the product (2 g, 7%). MS (ESI): 244.0 (M−1)−1. The reactants are C([O-])([O-])=O.[Ni+2].[Ni](Cl)Cl (nickel carbonate nickel chloride), [C]=O (carbon monoxide), [H][H] (hydrogen), [H][H] (hydrogen). Run at temperature 40 celsius. Yields the product [C-]#[O+].[C-]#[O+].[C-]#[O+].[C-]#[O+].[Ni] (nickel carbonyl). As a reaction SMILES: [C:1](=O)([O-])[O-:2].[Ni+2].[Ni:6](Cl)Cl.[H][H].[C]=O>>[C-:1]#[O+:2].[C-:1]#[O+:2].[C-:1]#[O+:2].[C-:1]#[O+:2].[Ni:6] |f:0.1.2,5.6.7.8.9,^3:10|. Procedure details: 300.1 g of a nickel carbonate/nickel chloride mixture (10:1 w/w) was placed into an extraction reactor and treated with hydrogen (2 L/min) at 450° C. for 6 hours. Subsequently, the hydrogen was replaced with argon, the reactor cooled to 40° C. and the argon replaced with carbon monoxide at a gas temperature of 80° C., and flow rate of 4 L/min. whereby nickel carbonyl was formed, collected and subsequently decomposed to Ni and CO to provide (103 g; 70%) yield of nickel extraction yield in 6 hr.